The task is: describe an organic reaction: reactants, conditions, products, and yield. This data is from the Open Reaction Database (ORD), a public repository of structured organic reaction records. Starting materials: CS(C)=O, COc1c(Cl)nc(Cl)nc1Cl, N, O. Product: COc1c(N)nc(Cl)nc1Cl. As a reaction SMILES: [CH3:14][S:15](=[O:16])[CH3:17].[Cl:1][c:2]1[n:3][c:4]([Cl:11])[c:5]([O:9][CH3:10])[c:6]([Cl:8])[n:7]1.[NH3:12].[OH2:13]>>[Cl:1][c:2]1[n:3][c:4]([Cl:11])[c:5]([O:9][CH3:10])[c:6]([NH2:12])[n:7]1. The product is C(C)C1=C2CCCCC2=CC=C1O (5-ethyl-6-hydroxy-1,2,3,4-tetrahydronaphthalene). Reported procedure: 5-Acetyl-6-hydroxy-1,2,3,4-tetrahydronaphthalene (15.0 g) was heated at reflux in a mixture of dioxan (40 ml) and 50% HCl (50 ml) containing zinc amalgam (16.0 g) for 18 hours. The mixture was cooled, filtered and the filtrate was extracted with ether. The ether extracts were washed with water, dried (MgSO4), filtered and evaporated to dryness leaving a solid which crystallised from petroleum ether (60°-80°) to give 5-ethyl-6-hydroxy-1,2,3,4-tetrahydronaphthalene as pale yellow needles, 13.5 g (... Run in O1CCOCC1 (dioxan), Cl (HCl). Starting materials: C(C)(=O)C1=C2CCCCC2=CC=C1O (5-Acetyl-6-hydroxy-1,2,3,4-tetrahydronaphthalene), zinc amalgam. Reaction SMILES: [C:1]([C:4]1[C:13]([OH:14])=[CH:12][CH:11]=[C:10]2[C:5]=1[CH2:6][CH2:7][CH2:8][CH2:9]2)(=O)[CH3:2]>O1CCOCC1.Cl>[CH2:1]([C:4]1[C:13]([OH:14])=[CH:12][CH:11]=[C:10]2[C:5]=1[CH2:6][CH2:7][CH2:8][CH2:9]2)[CH3:2]. The reactants are C(CC)(=O)C1=CC=C(C=C1)S(=O)(=O)N (4-propionylbenzenesulfonamide), CN(C)C=O (DMF), CN(C)C(OC)OC (N,N-dimethylformamidedimethyl acetal). Solvent: C(C)OC(C)=O (ethylacetate). Conditions: time 4 hour. Yields the product CN(C=NS(=O)(=O)C1=CC=C(C=C1)C(CC)=O)C (N,N-dimethyl-N′-((4-propionylphenyl)sulfonyl)formimidamide). Yield: 94.0%. As a reaction SMILES: [C:1]([C:5]1[CH:10]=[CH:9][C:8]([S:11]([NH2:14])(=[O:13])=[O:12])=[CH:7][CH:6]=1)(=[O:4])[CH2:2][CH3:3].[CH3:15][N:16]([CH:18]=O)[CH3:17].CN(C(OC)OC)C>C(OC(=O)C)C>[CH3:15][N:16]([CH3:18])[CH:17]=[N:14][S:11]([C:8]1[CH:7]=[CH:6][C:5]([C:1](=[O:4])[CH2:2][CH3:3])=[CH:10][CH:9]=1)(=[O:12])=[O:13]. Procedure: To a stirred solution of 4-propionylbenzenesulfonamide (prepared according to the procedure reported in Bioorganic Chemistry 1994, 22, 387-394), 2.2 g (10.3 mmol) in ethylacetate (20 ml) was added DMF (2.0 ml) followed by the addition of N,N-dimethylformamidedimethyl acetal (1.36 g, 1.51 ml, 11.36 mmol) in a dropwise manner at room temperature. The resulting mixture was stirred at room temperature for 4 hr. The progress of the reaction was monitored by TLC. The reaction mixture was concentrated ... Reactants: CC(C)(C)[O-].[Na+] (Sodium 2-methylpropan-2-olate), CC1(C2=C(C(=CC=C2)P(C3=CC=CC=C3)C4=CC=CC=C4)OC5=C(C=CC=C51)P(C6=CC=CC=C6)C7=CC=CC=C7)C (XANTPHOS), [NH4+].[Cl-] (NH4Cl), C1(CCCC1)N1C2=C(C3=C1N=C(N=C3)N)C=CN=C2 (9-Cyclopentyl-9H-pyrido[4′,3′:4,5]pyrrolo[2,3-d]pyrimidin-2-amine), BrC1=NC=C(C=C1C)Br (2,5-dibromo-3-methylpyridine). The reagents and catalysts are C=1C=CC(=CC1)/C=C/C(=O)/C=C/C2=CC=CC=C2.C=1C=CC(=CC1)/C=C/C(=O)/C=C/C2=CC=CC=C2.C=1C=CC(=CC1)/C=C/C(=O)/C=C/C2=CC=CC=C2.[Pd].[Pd] (Pd2(dba)3). Run in O1CCOCC1 (1,4-dioxane). Conditions: temperature 140 celsius. The product is BrC=1C=C(C(=NC1)NC=1N=CC2=C(N1)N(C1=C2C=CN=C1)C1CCCC1)C (N-(5-bromo-3-methyl-2-pyridinyl)-9-cyclopentyl-9H-pyrido[4′,3′:4,5]pyrrolo[2,3-d]pyrimidin-2-amine). Reaction SMILES: CC([O-])(C)C.[Na+].[CH:7]1([N:12]2[C:16]3[N:17]=[C:18]([NH2:21])[N:19]=[CH:20][C:15]=3[C:14]3[CH:22]=[CH:23][N:24]=[CH:25][C:13]2=3)[CH2:11][CH2:10][CH2:9][CH2:8]1.Br[C:27]1[C:32]([CH3:33])=[CH:31][C:30]([Br:34])=[CH:29][N:28]=1.CC1(C)C2C(=C(P(C3C=CC=CC=3)C3C=CC=CC=3)C=CC=2)OC2C(P(C3C=CC=CC=3)C3C=CC=CC=3)=CC=CC1=2.[NH4+].[Cl-]>O1CCOCC1.C1C=CC(/C=C/C(/C=C/C2C=CC=CC=2)=O)=CC=1.C1C=CC(/C=C/C(/C=C/C2C=CC=CC=2)=O)=CC=1.C1C=CC(/C=C/C(/C=C/C2C=CC=CC=2)=O)=CC=1.[Pd].[Pd]>[Br:34][C:30]1[CH:31]=[C:32]([CH3:33])[C:27]([NH:21][C:18]2[N:19]=[CH:20][C:15]3[C:14]4[CH:22]=[CH:23][N:24]=[CH:25][C:13]=4[N:12]([CH:7]4[CH2:8][CH2:9][CH2:10][CH2:11]4)[C:16]=3[N:17]=2)=[N:28][CH:29]=1 |f:0.1,5.6,8.9.10.11.12|. Procedure details: Sodium 2-methylpropan-2-olate (0.142 g, 1.48 mmol) was combined with compound 4 (0.125 g, 0.493 mmol) and 2,5-dibromo-3-methylpyridine (0.149 g, 0.592 mmol) in 1,4-dioxane (3 ml). The reaction mixture was degassed by bubbling nitrogen through the solution for ˜1 min, followed by the addition of XANTPHOS (0.0428 g, 0.0740 mmol) and Pd2(dba)3 (0.0339 g, 0.0370 mmol). The reaction was heated to 140° C. using microwave irradiation for 1 hour. The reaction mixture was poured into sat. NH4Cl and extra... The reactants are COC(=O)c1cn(-c2ccnc3ccccc23)cc1C1CC1, [Li+], C1CCOC1, [OH-], O, O. The product is O=C(O)c1cn(-c2ccnc3ccccc23)cc1C1CC1. RXN SMILES: [CH:4]1([c:7]2[c:8]([C:22](=[O:23])[O:24][CH3:25])[cH:9][n:10](-[c:12]3[cH:13][cH:14][n:15][c:16]4[cH:17][cH:18][cH:19][cH:20][c:21]34)[cH:11]2)[CH2:5][CH2:6]1.[Li+:3].[O:26]1[CH2:27][CH2:28][CH2:29][CH2:30]1.[OH-:2].[OH2:1].[OH2:31]>>[CH:4]1([c:7]2[c:8]([C:22](=[O:23])[OH:24])[cH:9][n:10](-[c:12]3[cH:13][cH:14][n:15][c:16]4[cH:17][cH:18][cH:19][cH:20][c:21]34)[cH:11]2)[CH2:5][CH2:6]1. Reactants: COC(=O)C1(C(=O)OC)CCCCC1, CO. The product is COC(=O)C1CCCCC1. As a reaction SMILES: [C:1]1([C:7](=[O:8])[O:9][CH3:10])([C:11]([O:12][CH3:13])=[O:14])[CH2:2][CH2:3][CH2:4][CH2:5][CH2:6]1.[CH3:15][OH:16]>>[CH:1]1([C:7](=[O:8])[O:9][CH3:10])[CH2:2][CH2:3][CH2:4][CH2:5][CH2:6]1. Reactants: [N+](=O)([O-])C=1C=C(C=O)C=CC1 (m-nitrobenzaldehyde), C(CC(=O)C)(=O)OCC(CN1CCN(CC1)C=O)(C)C (3-(4-formyl-1-piperazinyl)-2,2-dimethylpropyl acetoacetate), N\C(=C/C(=O)OC)\C (methyl 3-aminocrotonate). The solvent is C(C)(C)O (isopropanol). Product: CC=1NC(=C(C(C1C(=O)OCC(CN1CCN(CC1)C=O)(C)C)C1=CC(=CC=C1)[N+](=O)[O-])C(=O)OC)C (3-(4-formyl-1-piperazinyl)-2,2-dimethylpropyl methyl 2,6-dimethyl-4-(m-nitrophenyl)-1,4-dihydropyridine-3,5-dicarboxylate). The yield is 75.3%. RXN SMILES: [N+:1]([C:4]1[CH:5]=[C:6]([CH:9]=[CH:10][CH:11]=1)[CH:7]=O)([O-:3])=[O:2].[C:12]([O:18][CH2:19][C:20]([CH3:31])([CH3:30])[CH2:21][N:22]1[CH2:27][CH2:26][N:25]([CH:28]=[O:29])[CH2:24][CH2:23]1)(=[O:17])[CH2:13][C:14]([CH3:16])=O.[NH2:32]/[C:33](/[CH3:39])=[CH:34]\[C:35]([O:37][CH3:38])=[O:36]>C(O)(C)C>[CH3:16][C:14]1[NH:32][C:33]([CH3:39])=[C:34]([C:35]([O:37][CH3:38])=[O:36])[CH:7]([C:6]2[CH:9]=[CH:10][CH:11]=[C:4]([N+:1]([O-:3])=[O:2])[CH:5]=2)[C:13]=1[C:12]([O:18][CH2:19][C:20]([CH3:31])([CH3:30])[CH2:21][N:22]1[CH2:27][CH2:26][N:25]([CH:28]=[O:29])[CH2:24][CH2:23]1)=[O:17]. Procedure details: 425 mg of m-nitrobenzaldehyde, 830 mg of 3-(4-formyl-1-piperazinyl)-2,2-dimethylpropyl acetoacetate, and 324 mg of methyl 3-aminocrotonate were dissolved in 6 ml of isopropanol, and the solution was subjected to heating reflux for 12 hours. Then, the solvent was concentrated under reduced pressure. The residue was purified by the chromatography method [30 g silica gel, eluted with ethyl acetate) to give 1090 mg of the subject compound (yield: 75%). The IR and NMR data of the compound thus obtain... The reactants are S1C=C(C=C1)C=O (3-thiophenecarboxaldehyde), CC(C)(C)Br (2-methyl-2-bromopropane). The solvent is C(Cl)Cl (methylene chloride). Conditions: time 16 hour. Yields the product CC(C)(C)C1=CC(=CS1)C=O (5-(1,1-dimethylethyl)-3-thiophenecarboxaldehyde). Reaction SMILES: [S:1]1[CH:5]=[CH:4][C:3]([CH:6]=[O:7])=[CH:2]1.[CH3:8][C:9](Br)([CH3:11])[CH3:10]>C(Cl)Cl>[CH3:8][C:9]([C:5]1[S:1][CH:2]=[C:3]([CH:6]=[O:7])[CH:4]=1)([CH3:11])[CH3:10]. Reported procedure: To a solution of 3.63 g (32.4 mmol) of 3-thiophenecarboxaldehyde (Aldrich Chemical Co.) in 60 mL of methylene chloride cooled to 0° C. was added 9.17 g (80.9 mmol) of AICl3 and 2-methyl-2-bromopropane. The solution was stirred under N2 at room temperature for 16 hours and at reflux for 4 hours. The solution was then cooled to room temperature, and the reaction was quenched by pouring the solution into water. The mixture was made basic with aqueous NaHCO3 and extracted with ether. The ether extra... Starting materials: C(C)(C)(C)OC(C(C)(C)O\N=C(/C(=O)N[C@H]1[C@H](N(C1=O)S(=O)(=O)O)CN1C(O[C@@H](C1)CNC(=O)OC(C)(C)C)=O)\C=1N=C(SC1)NC(=O)OC(C)(C)C)=O ((2R,3S)-3-((Z)-2-(((1-(tert-butoxy)-2-methyl-1-oxopropan-2-yl)oxy)imino)-2-(2-((tert-butoxycarbonyl)amino)thiazol-4-yl)acetamido)-2-(((R)-5-(((tert-butoxycarbonyl)amino)methyl)-2-oxooxazolidin-3-yl)methyl)-4-oxoazetidine-1-sulfonic acid), C(=O)(C(F)(F)F)O (TFA). Solvent: C(Cl)Cl (DCM). Yields the product NC[C@@H]1CN(C(O1)=O)C[C@H]1N(C([C@H]1NC(\C(\C=1N=C(SC1)N)=N/OC(C(=O)O)(C)C)=O)=O)S(=O)(=O)O (2-(((Z)-(2-(((2R,3S)-2-(((R)-5-(aminomethyl)-2-oxooxazolidin-3-yl)methyl)-4-oxo-1-sulfoazetidin-3-yl)amino)-1-(2-aminothiazol-4-yl)-2-oxoethylidene)amino)oxy)-2-methylpropanoic acid). Yield: 78.5%. RXN SMILES: C([O:5][C:6](=[O:54])[C:7]([O:10]/[N:11]=[C:12](/[C:41]1[N:42]=[C:43]([NH:46]C(OC(C)(C)C)=O)[S:44][CH:45]=1)\[C:13]([NH:15][C@@H:16]1[C:19](=[O:20])[N:18]([S:21]([OH:24])(=[O:23])=[O:22])[C@@H:17]1[CH2:25][N:26]1[CH2:30][C@@H:29]([CH2:31][NH:32]C(OC(C)(C)C)=O)[O:28][C:27]1=[O:40])=[O:14])([CH3:9])[CH3:8])(C)(C)C.C(O)(C(F)(F)F)=O>C(Cl)Cl>[NH2:32][CH2:31][C@H:29]1[O:28][C:27](=[O:40])[N:26]([CH2:25][C@@H:17]2[C@H:16]([NH:15][C:13](=[O:14])/[C:12](=[N:11]\[O:10][C:7]([CH3:8])([CH3:9])[C:6]([OH:54])=[O:5])/[C:41]3[N:42]=[C:43]([NH2:46])[S:44][CH:45]=3)[C:19](=[O:20])[N:18]2[S:21]([OH:24])(=[O:22])=[O:23])[CH2:30]1. Procedure: Followed the general procedure for the acid mediated deprotection using (2R,3S)-3-((Z)-2-(((1-(tert-butoxy)-2-methyl-1-oxopropan-2-yl)oxy)imino)-2-(2-((tert-butoxycarbonyl)amino)thiazol-4-yl)acetamido)-2-(((R)-5-(((tert-butoxycarbonyl)amino)methyl)-2-oxooxazolidin-3-yl)methyl)-4-oxoazetidine-1-sulfonic acid (160 mg, 0.199 mmol), DCM (1.5 mL) and TFA (500 μL, 6.49 mmol). The crude residue purified by reverse phase prep HPLC (XSelect CSH, 30×100 mm, 5 μm, C18 column; ACN-water with 0.1% formic aci...